This data is from the Open Reaction Database (ORD), a public repository of structured organic reaction records. The task is: describe an organic reaction: reactants, conditions, products, and yield Yields the product N1N=CC2=CC(=CC=C12)C1CCN(CC1)C(=O)OC(C)(C)C (t-Butyl 4-(1H-indazol-5-yl)piperidine-1-carboxylate). Reagents/catalysts: [Cu]I (CuI), C1=CC=C(C=C1)P([C-]2C=CC=C2)C3=CC=CC=C3.C1=CC=C(C=C1)P([C-]2C=CC=C2)C3=CC=CC=C3.Cl[Pd]Cl.[Fe+2] (Pd(dppf)Cl2), [Zn] (Zn). Reaction SMILES: C[Si](Cl)(C)C.BrCCBr.I[CH:11]1[CH2:16][CH2:15][N:14]([C:17]([O:19][C:20]([CH3:23])([CH3:22])[CH3:21])=[O:18])[CH2:13][CH2:12]1.Br[C:25]1[CH:26]=[C:27]2[C:31](=[CH:32][CH:33]=1)[NH:30][N:29]=[CH:28]2>CC(N(C)C)=O.C(OCC)(=O)C.[Zn].[Cu]I.C1C=CC(P(C2C=CC=CC=2)[C-]2C=CC=C2)=CC=1.C1C=CC(P(C2C=CC=CC=2)[C-]2C=CC=C2)=CC=1.Cl[Pd]Cl.[Fe+2]>[NH:30]1[C:31]2[C:27](=[CH:26][C:25]([CH:11]3[CH2:16][CH2:15][N:14]([C:17]([O:19][C:20]([CH3:23])([CH3:22])[CH3:21])=[O:18])[CH2:13][CH2:12]3)=[CH:33][CH:32]=2)[CH:28]=[N:29]1 |f:0.1,8.9.10.11|. Reaction conditions: time 10 minute. The solvent is CC(=O)N(C)C (DMA), CC(=O)N(C)C (DMA), C(C)(=O)OCC (ethyl acetate), CC(=O)N(C)C (DMA). Procedure details: Into a 50-mL three neck round-bottom flask, which was purged and maintained with an inert atmosphere of nitrogen, was placed a suspension of Zn (990 mg, 15.1 mmol) in DMA (1 mL) A 7:5 v/v mixture of TMSCl/1,2-dibromoethane (0.12 mL) was added drop-wise at a rate to maintain the temperature below 65° C., then the mixture was stirred for an additional 10 min. A solution of tert-butyl 4-iodopiperidine-1-carboxylate (3.17 g, 10.2 mmol) in DMA (2 mL) was added drop-wise and stirred at 40-45° C. for 3... Reactants: BrC=1C=C2C=NNC2=CC1 (5-bromo-1H-indazole), C[Si](C)(C)Cl.BrCCBr (TMSCl 1,2-dibromoethane), IC1CCN(CC1)C(=O)OC(C)(C)C (tert-butyl 4-iodopiperidine-1-carboxylate). Isolated yield 13.1%. The solvent is C(Cl)Cl (DCM), O (water). Procedure: A solution of ((3R,5R,6S)-5-(3-chlorophenyl)-6-(4-chlorophenyl)-1-((S)-1-(N-methylcyclopropanesulfonamido)butan-2-yl)-2-oxo-3-(2-oxoethyl)piperidin-3-yl)methyl methanesulfonate (Example 414, Step F, 1.0 g, 1.516 mmol) in MeOH was treated with Oxone (0.932 g, 1.516 mmol) over a weekend. The reaction mixture was diluted with DCM and water. The organic extract was washed with satd NaCl and dried over Na2SO4. The solution was filtered and concentrated in vacuo to give the crude material as a white s... RXN SMILES: [CH3:1][S:2]([O:5][CH2:6][C@:7]1([CH2:40][CH:41]=[O:42])[CH2:12][C@H:11]([C:13]2[CH:18]=[CH:17][CH:16]=[C:15]([Cl:19])[CH:14]=2)[C@@H:10]([C:20]2[CH:25]=[CH:24][C:23]([Cl:26])=[CH:22][CH:21]=2)[N:9]([C@@H:27]([CH2:37][CH3:38])[CH2:28][N:29]([CH3:36])[S:30]([CH:33]2[CH2:35][CH2:34]2)(=[O:32])=[O:31])[C:8]1=[O:39])(=[O:4])=[O:3].OOS([O-])=O.[K+].[CH3:49][OH:50]>C(Cl)Cl.O>[Cl:19][C:15]1[CH:14]=[C:13]([C@@H:11]2[C@@H:10]([C:20]3[CH:21]=[CH:22][C:23]([Cl:26])=[CH:24][CH:25]=3)[N:9]([C@@H:27]([CH2:37][CH3:38])[CH2:28][N:29]([CH3:36])[S:30]([CH:33]3[CH2:34][CH2:35]3)(=[O:32])=[O:31])[C:8](=[O:39])[C@:7]([CH2:40][C:41]([O:50][CH3:49])=[O:42])([CH2:6][O:5][S:2]([CH3:1])(=[O:4])=[O:3])[CH2:12]2)[CH:18]=[CH:17][CH:16]=1 |f:1.2|. Yields the product ClC=1C=C(C=CC1)[C@H]1C[C@](C(N([C@@H]1C1=CC=C(C=C1)Cl)[C@H](CN(S(=O)(=O)C1CC1)C)CC)=O)(COS(=O)(=O)C)CC(=O)OC (Methyl 2-((3R,5R,6S)-5-(3-chlorophenyl)-6-(4-chlorophenyl)-1-((S)-1-(N-methylcyclopropanesulfonamido)butan-2-yl)-3-(((methylsulfonyl)oxy)methyl)-2-oxopiperidin-3-yl)acetate). Starting materials: CS(=O)(=O)OC[C@]1(C(N([C@@H]([C@H](C1)C1=CC(=CC=C1)Cl)C1=CC=C(C=C1)Cl)[C@H](CN(S(=O)(=O)C1CC1)C)CC)=O)CC=O (((3R,5R,6S)-5-(3-Chlorophenyl)-6-(4-chlorophenyl)-1-((S)-1-(N-methylcyclopropanesulfonamido)butan-2-yl)-2-oxo-3-(2-oxoethyl)piperidin-3-yl)methyl methanesulfonate), OOS(=O)[O-].[K+] (Oxone), CO (MeOH). Reaction SMILES: ClC1C=CC=C(Cl)C=1C(NC1C(C2NC3C=CC(CN4CCOCC4)=CC=3N=2)=NNC=1)=O.[F:33][C:34]1[CH:50]=[C:49]([O:51][CH3:52])[CH:48]=[C:47]([F:53])[C:35]=1[C:36]([NH:38][C:39]1[C:40]([C:44](O)=O)=[N:41][NH:42][CH:43]=1)=[O:37].[NH2:54][C:55]1[CH:56]=[C:57]([C:62]([N:64]2[CH2:69][CH2:68][O:67][CH2:66][CH2:65]2)=[O:63])[CH:58]=[CH:59][C:60]=1[NH2:61]>>[F:33][C:34]1[CH:50]=[C:49]([O:51][CH3:52])[CH:48]=[C:47]([F:53])[C:35]=1[C:36]([NH:38][C:39]1[C:40]([C:44]2[NH:61][C:60]3[CH:59]=[CH:58][C:57]([C:62]([N:64]4[CH2:65][CH2:66][O:67][CH2:68][CH2:69]4)=[O:63])=[CH:56][C:55]=3[N:54]=2)=[N:41][NH:42][CH:43]=1)=[O:37]. Reactants: ClC1=C(C(=O)NC=2C(=NNC2)C2=NC3=C(N2)C=CC(=C3)CN3CCOCC3)C(=CC=C1)Cl (2,6-dichloro-N-[3-(5-morpholin-4-ylmethyl-1H-benzimidazol-2-yl)-1H-pyrazol-4-yl]-benzamide), FC1=C(C(=O)NC=2C(=NNC2)C(=O)O)C(=CC(=C1)OC)F (4-(2,6-difluoro-4-methoxy-benzoylamino)-1H-pyrazole-3-carboxylic acid), NC=1C=C(C=CC1N)C(=O)N1CCOCC1 ((3,4-diamino-phenyl)-morpholin-4-yl-methanone). Product: FC1=C(C(=O)NC=2C(=NNC2)C2=NC3=C(N2)C=CC(=C3)C(=O)N3CCOCC3)C(=CC(=C1)OC)F (2,6-difluoro-4-methoxy-N-{3-[5-(morpholine-4-carbonyl)-1H-benzimidazol-2-yl]-1H-pyrazol-4-yl}-benzamide). Procedure details: The compound was prepared in a manner analogous to 2,6-dichloro-N-[3-(5-morpholin-4-ylmethyl-1H-benzimidazol-2-yl)-1H-pyrazol-4-yl]-benzamide (Example 94E), however using 4-(2,6-difluoro-4-methoxy-benzoylamino)-1H-pyrazole-3-carboxylic acid (Example 96A) and (3,4-diamino-phenyl)-morpholin-4-yl-methanone (Example 94B) to give 2,6-difluoro-4-methoxy-N-{3-[5-(morpholine-4-carbonyl)-1H-benzimidazol-2-yl]-1H-pyrazol-4-yl}-benzamide (24 mg) as a beige solid. (LC/MS: Rt 2.94, [M+H]+ 483.20). Starting materials: CC1=CC(=C(OC2=CC=C(C=C2)O)C=C1)[N+](=O)[O-] (4-(4-methyl-2-nitrophenoxy)phenol), Cl[Sn]Cl (SnCl2). The product is NC1=C(OC2=CC=C(C=C2)O)C=CC(=C1)C (4-(2-amino-4-methylphenoxy)phenol). Yield: 85.6%. As a reaction SMILES: [CH3:1][C:2]1[CH:15]=[CH:14][C:5]([O:6][C:7]2[CH:12]=[CH:11][C:10]([OH:13])=[CH:9][CH:8]=2)=[C:4]([N+:16]([O-])=O)[CH:3]=1.Cl[Sn]Cl>>[NH2:16][C:4]1[CH:3]=[C:2]([CH3:1])[CH:15]=[CH:14][C:5]=1[O:6][C:7]1[CH:8]=[CH:9][C:10]([OH:13])=[CH:11][CH:12]=1. Procedure details: The product from Example 122a (1.89 g, 7.71 mmol) was reduced with SnCl2 following the procedure from Example 5I giving the title compound as a white solid (1.42 g, 86%). Starting materials: CCOC(=O)c1cnc2c(c1)nc(-c1ccc3nc(-c4ccccc4Br)ccc3c1)n2C1CCCCC1, CO, Cl, [Na+], [OH-]. The product is O=C(O)c1cnc2c(c1)nc(-c1ccc3nc(-c4ccccc4Br)ccc3c1)n2C1CCCCC1. Reaction SMILES: [CH2:1]([CH3:2])[O:3][C:4](=[O:5])[c:6]1[cH:7][c:8]2[c:9]([n:10][cH:11]1)[n:12]([CH:32]1[CH2:33][CH2:34][CH2:35][CH2:36][CH2:37]1)[c:13](-[c:15]1[cH:16][c:17]3[cH:18][cH:19][c:20](-[c:25]4[c:26]([Br:31])[cH:27][cH:28][cH:29][cH:30]4)[n:21][c:22]3[cH:23][cH:24]1)[n:14]2.[CH3:41][OH:42].[ClH:40].[Na+:39].[OH-:38]>>[O:3]=[C:4]([OH:5])[c:6]1[cH:7][c:8]2[c:9]([n:10][cH:11]1)[n:12]([CH:32]1[CH2:33][CH2:34][CH2:35][CH2:36][CH2:37]1)[c:13](-[c:15]1[cH:16][c:17]3[cH:18][cH:19][c:20](-[c:25]4[c:26]([Br:31])[cH:27][cH:28][cH:29][cH:30]4)[n:21][c:22]3[cH:23][cH:24]1)[n:14]2. Reactants: C(C)(C)(C)OC(=O)N[C@]1([C@@H](C1)C=C)C(=O)O ((1R,2S)-1-[(tert-butoxycarbonyl)amino]-2-ethenylcyclopropanecarboxylic acid), C(=O)(N1C=NC=C1)N1C=NC=C1 (1,1′-carbonyldiimidazole), COCC1(CC1)S(=O)(=O)N (1-(methoxymethyl)cyclopropanesulfonamide), C1CCC2=NCCCN2CC1 (DBU). The solvent is C1CCOC1 (THF), C1CCOC1 (THF). Run at time 4 hour. Yields the product C(=C)[C@H]1[C@](C1)(C(NS(=O)(=O)C1(CC1)COC)=O)NC(OC(C)(C)C)=O (tert-butyl [(1R,2S)-2-ethenyl-1-({[1-(methoxymethyl)cyclopropyl]sulfonyl}carbamoyl)cyclopropyl]carbamate). Yield: 55.2%. RXN SMILES: [C:1]([O:5][C:6]([NH:8][C@:9]1([C:14]([OH:16])=O)[CH2:11][C@H:10]1[CH:12]=[CH2:13])=[O:7])([CH3:4])([CH3:3])[CH3:2].C(N1C=CN=C1)(N1C=CN=C1)=O.[CH3:29][O:30][CH2:31][C:32]1([S:35]([NH2:38])(=[O:37])=[O:36])[CH2:34][CH2:33]1.C1CCN2C(=NCCC2)CC1>C1COCC1>[CH:12]([C@@H:10]1[CH2:11][C@:9]1([NH:8][C:6](=[O:7])[O:5][C:1]([CH3:2])([CH3:3])[CH3:4])[C:14](=[O:16])[NH:38][S:35]([C:32]1([CH2:31][O:30][CH3:29])[CH2:34][CH2:33]1)(=[O:37])=[O:36])=[CH2:13]. Reported procedure: A solution of (1R,2S)-1-[(tert-butoxycarbonyl)amino]-2-ethenylcyclopropanecarboxylic acid (132 mg) in THF (3 mL) was added 1,1′-carbonyldiimidazole (283 mg). The mixture was stirred 4 hours at reflux. The mixture was cooled to room temperature and a solution of 1-(methoxymethyl)cyclopropanesulfonamide (125 mg; Li et al., 2006, Synlett 5:725) and DBU (0.438 mL) in THF (3 mL) was added via cannula. The mixture was stirred for 40 hours at room temperature. The reaction was quenched with 1N HCl and ...